The task is: describe an organic reaction: reactants, conditions, products, and yield. This data is from the Open Reaction Database (ORD), a public repository of structured organic reaction records. Starting materials: (R,S)-1-(3-chloro-2-methylpropyl)-3,4-dihydro-1H-quinolin-2-one, C(CCC)C1CC2CCC(C1)N2 (3-butyl-8-azabicyclo[3.2.1]octane), [Na+].[I-] (NaI), C(=O)([O-])[O-].[K+].[K+] (K2CO3), CN(C)C=O (DMF). The product is C(CCC)C1C[C@@H]2CCC(C1)N2C[C@H](CN2C(CCC1=CC=CC=C21)=O)C ((R,S)-1-[3-(3-Butyl-8-azabicyclo[3.2.1]oct-8-yl)-2-methylpropyl]-3,4-dihydro-1H-quinolin-2-one). As a reaction SMILES: [CH2:1]([CH:5]1[CH2:11][CH:10]2[NH:12][CH:7]([CH2:8][CH2:9]2)[CH2:6]1)[CH2:2][CH2:3][CH3:4].[Na+].[I-].C([O-])([O-])=O.[K+].[K+].[CH3:21][N:22]([CH:24]=[O:25])[CH3:23]>>[CH2:1]([CH:5]1[CH2:6][CH:7]2[N:12]([CH2:9][C@@H:10]([CH3:11])[CH2:21][N:22]3[C:23]4[C:6](=[CH:5][CH:1]=[CH:2][CH:3]=4)[CH2:7][CH2:8][C:24]3=[O:25])[C@@H:10]([CH2:9][CH2:8]2)[CH2:11]1)[CH2:2][CH2:3][CH3:4] |f:1.2,3.4.5|. Reported procedure: Crude (R,S)-1-(3-chloro-2-methylpropyl)-3,4-dihydro-1H-quinolin-2-one (107LH63) (0.094 g), 3-butyl-8-azabicyclo[3.2.1]octane (0.025 g, 0.15 mmol), NaI (0.100 g, 0.67 mmol), and K2CO3 (0.075 g, 0.54 mmol) in DMF (1 mL) were reacted and purified according to GP20 to give the title compound (107LH74-c4) (0.025 g). HPLC-MS (ammonium acetate) [M+H]+=369.33. Starting materials: C1=CC(=C(C=C1/C=N/NC(=O)C2=CC=NC=C2)Cl)Cl (isonicotinoylhydrazone of 3,4-dichlorobenzaldehyde), C(C)(=O)OC(C)=O (acetic anhydride), C1NN=CO1 (Oxadiazoline). Yields the product ClC=1C=C(C=CC1Cl)C1OC(=NN1C(C)=O)C1=CC=NC=C1 (2-(3.4-Dichlorophenyl)-3-acetyl-5-(4-pyridyl)-1,3,4-oxadiazoline). Isolated yield 36.0%. As a reaction SMILES: [CH:1]1[C:6](/[CH:7]=[N:8]/[NH:9][C:10]([C:12]2[CH:17]=[CH:16][N:15]=[CH:14][CH:13]=2)=[O:11])=[CH:5][C:4]([Cl:18])=[C:3]([Cl:19])[CH:2]=1.[C:20](OC(=O)C)(=[O:22])[CH3:21].C1OC=NN1>>[Cl:18][C:4]1[CH:5]=[C:6]([CH:7]2[N:8]([C:20](=[O:22])[CH3:21])[N:9]=[C:10]([C:12]3[CH:17]=[CH:16][N:15]=[CH:14][CH:13]=3)[O:11]2)[CH:1]=[CH:2][C:3]=1[Cl:19]. Procedure: The title compound was prepared from the isonicotinoylhydrazone of 3,4-dichlorobenzaldehyde and acetic anhydride, using the General Structural Outline for Oxadiazoline Synthesis in 36% yield, mp 101-104° C., IR ν 1667, 1628, 1598, 1552, 1410, 1365, 1334, 1314, 1266, 1212, 1169, 1130, 1094, 1072, 1032, 990, 926, 885, 857, 825, 745, 723, 702 cm−1. Starting materials: COC(C)CCO, CCOC(C)=O, ClCCl, O=S(=O)(Cl)c1ccccc1C(F)(F)F. The product is COC(C)CCOS(=O)(=O)c1ccccc1C(F)(F)F. RXN SMILES: [CH3:1][O:2][CH:3]([CH2:4][CH2:5][OH:6])[CH3:7].[CH3:22][CH2:23][O:24][C:25](=[O:26])[CH3:27].[Cl:28][CH2:29][Cl:30].[F:8][C:9]([c:10]1[c:11]([S:16](=[O:17])(=[O:18])[Cl:19])[cH:12][cH:13][cH:14][cH:15]1)([F:20])[F:21]>>[CH3:1][O:2][CH:3]([CH2:4][CH2:5][O:6][S:16]([c:11]1[c:10]([C:9]([F:8])([F:20])[F:21])[cH:15][cH:14][cH:13][cH:12]1)(=[O:17])=[O:18])[CH3:7]. Starting materials: CC(C)C(=O)c1c(C(C)C)nn2ccccc12, [Na+], [OH-], O, O=S(=O)(O)O. Yields the product CC(C)c1cc2ccccn2n1. RXN SMILES: [CH:1]([CH3:2])([CH3:3])[c:4]1[n:5][n:6]2[c:7]([cH:8][cH:9][cH:10][cH:11]2)[c:12]1[C:13](=[O:14])[CH:15]([CH3:16])[CH3:17].[Na+:24].[OH-:23].[OH2:25].[S:18](=[O:19])(=[O:20])([OH:21])[OH:22]>>[CH:1]([CH3:2])([CH3:3])[c:4]1[n:5][n:6]2[c:7]([cH:8][cH:9][cH:10][cH:11]2)[cH:12]1. Reactants: E1, NC(C(C)(CO[Si](C)(C)C(C)(C)C)N(C)C)C1=CC=CC=C1 ([2-amino-1-({[(1,1-dimethylethyl)(dimethyl)silyl]oxy}methyl)-1-methyl-2-phenylethyl]dimethylamine), CC1=C(C(=O)O)C=CC=C1C (2,3-dimethylbenzoic acid), C1(CCCCC1)N=C=NC1CCCCC1 (dicyclohexylcarbodiimide), ON1N=NC2=C1C=CC=C2 (1-hydroxybenzotriazole). The solvent is C(Cl)Cl (DCM). Product: CN(C(C(C1=CC=CC=C1)NC(C1=C(C(=CC=C1)C)C)=O)(CO[Si](C)(C)C(C)(C)C)C)C ((±)N-(2-(Dimethylamino)-3-{[(1,1-dimethylethyl)(dimethyl)silyl]oxy}-2-methyl-1-phenylpropyl)-2,3-dimethylbenzamide). Isolated yield 30.0%. As a reaction SMILES: [NH2:1][CH:2]([C:17]1[CH:22]=[CH:21][CH:20]=[CH:19][CH:18]=1)[C:3]([N:14]([CH3:16])[CH3:15])([CH2:5][O:6][Si:7]([C:10]([CH3:13])([CH3:12])[CH3:11])([CH3:9])[CH3:8])[CH3:4].[CH3:23][C:24]1[C:32]([CH3:33])=[CH:31][CH:30]=[CH:29][C:25]=1[C:26](O)=[O:27].C1(N=C=NC2CCCCC2)CCCCC1.ON1C2C=CC=CC=2N=N1>C(Cl)Cl>[CH3:16][N:14]([CH3:15])[C:3]([CH3:4])([CH2:5][O:6][Si:7]([C:10]([CH3:11])([CH3:12])[CH3:13])([CH3:8])[CH3:9])[CH:2]([NH:1][C:26](=[O:27])[C:25]1[CH:29]=[CH:30][CH:31]=[C:32]([CH3:33])[C:24]=1[CH3:23])[C:17]1[CH:22]=[CH:21][CH:20]=[CH:19][CH:18]=1. Reported procedure: The title compound (64 mg; 30%) was prepared from [2-amino-1-({[(1,1-dimethylethyl)(dimethyl)silyl]oxy}methyl)-1-methyl-2-phenylethyl]dimethylamine D48 (150 mg; 0.46 mmol), 2,3-dimethylbenzoic acid (75 mg; 0.5 mmol), PL-dicyclohexylcarbodiimide (385 mg; 0.5 mmol; Polymer Labs 1.3 mmol/g), 1-hydroxybenzotriazole (77 mg; 0.5 mmol) in DCM (5 ml) in a similar manner to that described in E1. Mass spectrum (Electrospray LC/MS): Found 455 (MH+), C27H42N2O2Si requires 454. Ret. time 2.57 and 2.61 min. The reactants are OC1=C(C=O)C(=CC(=C1Br)OC)OC (2-hydroxy-3-bromo-4,6-dimethoxybenzaldehyde), BrN1C(CCC1=O)=O (N-Bromosuccinimide). The solvent is O (water), C(C)(=O)O (acetic acid). Run at temperature 60 celsius. Product: OC1=C(C=O)C(=C(C(=C1Br)OC)Br)OC (2-hydroxy-3,5-dibromo-4,6-dimethoxybenzaldehyde). Isolated yield 84.6%. RXN SMILES: [OH:1][C:2]1[C:9]([Br:10])=[C:8]([O:11][CH3:12])[CH:7]=[C:6]([O:13][CH3:14])[C:3]=1[CH:4]=[O:5].[Br:15]N1C(=O)CCC1=O>C(O)(=O)C.O>[OH:1][C:2]1[C:9]([Br:10])=[C:8]([O:11][CH3:12])[C:7]([Br:15])=[C:6]([O:13][CH3:14])[C:3]=1[CH:4]=[O:5]. Procedure details: A solution of 1.0 g (3.83 mmol) of 2-hydroxy-3-bromo-4,6-dimethoxybenzaldehyde (see R. Royer, et al, Eur. J. Med. Chem., 12:455 (1977) as an example of how to obtain this material) in 50 ml of glacial acetic acid was warmed to 60° C. N-Bromosuccinimide (0.68 g, 3.83 mmol) was added in one portion and the solution was cooled to ambient temperature. The reaction mixture was diluted with 200 ml of water and the solids were filtered and air dried. The solid was crystallized from ethanol. There was o...